Dataset: the Open Reaction Database (ORD), a public repository of structured organic reaction records. Task: describe an organic reaction: reactants, conditions, products, and yield The reactants are B, CC1(C)Oc2c(C(=O)O)cc(Cl)cc2C1=O, C1CCOC1, C1CCOC1. The product is CC1(C)Oc2c(CO)cc(Cl)cc2C1=O. RXN SMILES: [BH3:17].[Cl:1][c:2]1[cH:3][c:4]([C:14](=[O:15])[OH:16])[c:5]2[c:6]([cH:13]1)[C:7](=[O:12])[C:8]([CH3:10])([CH3:11])[O:9]2.[O:18]1[CH2:19][CH2:20][CH2:21][CH2:22]1.[O:23]1[CH2:24][CH2:25][CH2:26][CH2:27]1>>[Cl:1][c:2]1[cH:3][c:4]([CH2:14][OH:15])[c:5]2[c:6]([cH:13]1)[C:7](=[O:12])[C:8]([CH3:10])([CH3:11])[O:9]2. The reactants are ClCCl, O=C(Cl)CC1CCCC1, NC1CCN(CC23CC(c4ccccc42)c2ccc(Cl)cc23)CC1, [Na+], [OH-], c1ccncc1. Product: O=C(CC1CCCC1)NC1CCN(CC23CC(c4ccccc42)c2ccc(Cl)cc23)CC1. As a reaction SMILES: [CH2:42]([Cl:43])[Cl:44].[CH:31]1([CH2:36][C:37](=[O:38])[Cl:39])[CH2:32][CH2:33][CH2:34][CH2:35]1.[NH2:1][CH:2]1[CH2:3][CH2:4][N:5]([CH2:8][C:9]23[c:10]4[cH:11][cH:12][cH:13][cH:14][c:15]4[CH:16]([c:17]4[cH:18][cH:19][c:20]([Cl:23])[cH:21][c:22]42)[CH2:24]3)[CH2:6][CH2:7]1.[Na+:41].[OH-:40].[cH:25]1[cH:26][cH:27][n:28][cH:29][cH:30]1>>[NH:1]([CH:2]1[CH2:3][CH2:4][N:5]([CH2:8][C:9]23[c:10]4[cH:11][cH:12][cH:13][cH:14][c:15]4[CH:16]([c:17]4[cH:18][cH:19][c:20]([Cl:23])[cH:21][c:22]42)[CH2:24]3)[CH2:6][CH2:7]1)[C:37]([CH2:36][CH:31]1[CH2:32][CH2:33][CH2:34][CH2:35]1)=[O:38]. The reactants are O (water), [H-].[Na+] (Sodium hydride), OC=1C=C(CN2C=C(C(=C2)C2=CC=CC=C2)CCC(=O)OCC)C=C(C1)OCC=1N=C(SC1)C1=NC=CN=C1 (ethyl 3-[1-[3-hydroxy-5-[2-(2-pyrazinyl)-4-thiazolylmethoxy]benzyl]-4-phenyl-3-pyrrolyl]propionate), C(C1=CC=CC=C1)Br (Benzyl bromide). The solvent is CN(C=O)C (N,N-dimethylformamide). Conditions: time 15 minute. Yields the product C(C1=CC=CC=C1)OC=1C=C(CN2C=C(C(=C2)C2=CC=CC=C2)CCC(=O)OCC)C=C(C1)OCC=1N=C(SC1)C1=NC=CN=C1 (ethyl 3-[1-[3-benzyloxy-5-[2-(2-pyrazinyl)-4-thiazolyl methoxy]benzyl]-4-pheny-3-pyrrolyl]propionate). Yield: 95.0%. RXN SMILES: [H-].[Na+].[OH:3][C:4]1[CH:5]=[C:6]([CH:26]=[C:27]([O:29][CH2:30][C:31]2[N:32]=[C:33]([C:36]3[CH:41]=[N:40][CH:39]=[CH:38][N:37]=3)[S:34][CH:35]=2)[CH:28]=1)[CH2:7][N:8]1[CH:12]=[C:11]([C:13]2[CH:18]=[CH:17][CH:16]=[CH:15][CH:14]=2)[C:10]([CH2:19][CH2:20][C:21]([O:23][CH2:24][CH3:25])=[O:22])=[CH:9]1.[CH2:42](Br)[C:43]1[CH:48]=[CH:47][CH:46]=[CH:45][CH:44]=1.O>CN(C)C=O>[CH2:42]([O:3][C:4]1[CH:5]=[C:6]([CH:26]=[C:27]([O:29][CH2:30][C:31]2[N:32]=[C:33]([C:36]3[CH:41]=[N:40][CH:39]=[CH:38][N:37]=3)[S:34][CH:35]=2)[CH:28]=1)[CH2:7][N:8]1[CH:12]=[C:11]([C:13]2[CH:18]=[CH:17][CH:16]=[CH:15][CH:14]=2)[C:10]([CH2:19][CH2:20][C:21]([O:23][CH2:24][CH3:25])=[O:22])=[CH:9]1)[C:43]1[CH:48]=[CH:47][CH:46]=[CH:45][CH:44]=1 |f:0.1|. Reported procedure: Sodium hydride (60%, oily, 28.0 mg) was added to a solution of ethyl 3-[1-[3-hydroxy-5-[2-(2-pyrazinyl)-4-thiazolylmethoxy]benzyl]-4-phenyl-3-pyrrolyl]propionate (378 mg) in N,N-dimethylformamide (5 ml) at 0° C., and the mixture was stirred at room temperature for 15 minutes. Benzyl bromide (0.10 ml) was added to the mixture, which was stirred at room temperature for 1 hour. The reaction mixture was poured into water, which was extracted with ethyl acetate. The ethyl acetate layer was washed wit... The reactants are CC=1NC2=CC=C(C=C2C1C1=CC=C(C=C1)C)O (2-methyl-3-(4-methyl-phenyl)-1H-indole-5-ol), C(C)OC(C(C)(C)Br)=O (2-bromo-2-methyl-propanoic acid ethylester). Yields the product C(C)OC(C(C)(OC=1C=C2C(=C(NC2=CC1)C)C1=CC=C(C=C1)C)C)=O (2-Methyl-2-[2-methyl-3-(4-methyl-phenyl)-1H-indole-5-yloxy]-propanoic acid ethylester). Reaction SMILES: [CH3:1][C:2]1[NH:3][C:4]2[C:9]([C:10]=1[C:11]1[CH:16]=[CH:15][C:14]([CH3:17])=[CH:13][CH:12]=1)=[CH:8][C:7]([OH:18])=[CH:6][CH:5]=2.[CH2:19]([O:21][C:22](=[O:27])[C:23](Br)([CH3:25])[CH3:24])[CH3:20]>>[CH2:19]([O:21][C:22](=[O:27])[C:23]([CH3:25])([O:18][C:7]1[CH:8]=[C:9]2[C:4](=[CH:5][CH:6]=1)[NH:3][C:2]([CH3:1])=[C:10]2[C:11]1[CH:16]=[CH:15][C:14]([CH3:17])=[CH:13][CH:12]=1)[CH3:24])[CH3:20]. Procedure: The above compound was prepared from 2-methyl-3-(4-methyl-phenyl)-1H-indole-5-ol and 2-bromo-2-methyl-propanoic acid ethylester using a procedure analogous to that of Example 10.